Dataset: the Open Reaction Database (ORD), a public repository of structured organic reaction records. Task: describe an organic reaction: reactants, conditions, products, and yield Reactants: C1(=CC=C(C=C1)S(=O)(=O)C(C)(C)[C@@H]1CC(O[C@H]1O)=O)C (trans 4-(2-p-tolylsulfonyl-prop-2-yl)-5-hydroxy-tetrahydrofuran-2-one), O (water), C([O-])([O-])=O.[Na+].[Na+] (sodium carbonate). Solvent: CO (methanol). Run at temperature -5 celsius. Product: C(=O)C(CC(=O)O)=C(C)C (3-formyl-4-methyl-pent-3-ene-1-oic acid). Isolated yield 82.6%. Reaction SMILES: C1(C)C=CC(S([C:10]([C@H:13]2[C@H:17]([OH:18])[O:16][C:15](=[O:19])[CH2:14]2)([CH3:12])[CH3:11])(=O)=O)=CC=1.O.C(=O)([O-])[O-].[Na+].[Na+]>CO>[CH:17]([C:13](=[C:10]([CH3:12])[CH3:11])[CH2:14][C:15]([OH:19])=[O:16])=[O:18] |f:2.3.4|. Procedure: 0.788 g of the product of Step C was added to a solution of 20 ml of water and 2.4 ml of methanol and 0.790 g of sodium carbonate were added with stirring at -5° C. to the resulting mixture. The mixture was stirred at 20° C. for 2 hours and was extracted with ether. The aqueous phase was acidified to a pH of 3.5 by addition of 1 N aqueous hydrochloric acid. The mixture was extracted with chloroform and the organic phase was evaporated to dryness under reduced pressure to obtain 0.310 g of 3-form... The reactants are ClC(Cl)Cl, [Cl-], COc1cc(-c2cc(CO)ccn2)cc(OC)c1OC. Yields the product COc1cc(-c2cc(CCl)ccn2)cc(OC)c1OC. As a reaction SMILES: [CH:22]([Cl:23])([Cl:24])[Cl:25].[Cl-:21].[OH:1][CH2:2][c:3]1[cH:4][c:5](-[c:9]2[cH:10][c:11]([O:19][CH3:20])[c:12]([O:17][CH3:18])[c:13]([O:15][CH3:16])[cH:14]2)[n:6][cH:7][cH:8]1>>[CH2:2]([c:3]1[cH:4][c:5](-[c:9]2[cH:10][c:11]([O:19][CH3:20])[c:12]([O:17][CH3:18])[c:13]([O:15][CH3:16])[cH:14]2)[n:6][cH:7][cH:8]1)[Cl:21]. Starting materials: N([C@H](CCSC)C(=O)NCC(=O)OCC)C(=O)OC(C)(C)C (BOC-(D)-Met-Gly-OEt), [OH-].[Na+] (sodium hydroxide). Solvent: C(C)O (ethyl alcohol). Conditions: time 1 hour. Yields the product N([C@H](CCSC)C(=O)NCC(=O)O)C(=O)OC(C)(C)C (BOC-(D)-Met-Gly-OH). The yield is 88.3%. Reaction SMILES: [NH:1]([C:16]([O:18][C:19]([CH3:22])([CH3:21])[CH3:20])=[O:17])[C@@H:2]([C:7]([NH:9][CH2:10][C:11]([O:13]CC)=[O:12])=[O:8])[CH2:3][CH2:4][S:5][CH3:6].[OH-].[Na+]>C(O)C>[NH:1]([C:16]([O:18][C:19]([CH3:22])([CH3:21])[CH3:20])=[O:17])[C@@H:2]([C:7]([NH:9][CH2:10][C:11]([OH:13])=[O:12])=[O:8])[CH2:3][CH2:4][S:5][CH3:6] |f:1.2|. Reported procedure: In 20 ml of ethyl alcohol is dissolved 4.7 g of BOC-(D)-Met-Gly-OEt. After cooling, 16 ml of N-aqueous sodium hydroxide solution is added, and the mixture is stirred at room temperature for 1 hour. The ethyl alcohol is distilled off, and the residue, after adding aqueous citric acid solution to neutralize, is extracted with 100 ml of ethyl acetate, followed by washing with water and drying over anhydrous sodium sulphate. The AcOEt isdistilled off and the residue is crystallized with petroleum et... The reactants are Br, CCCc1nn(C)c2c(=O)[nH]c(Cc3ccc(OC)cc3)nc12, [Na+], [Na+], O=C([O-])[O-]. Product: CCCc1nn(C)c2c(=O)[nH]c(Cc3ccc(O)cc3)nc12. Reaction SMILES: [BrH:30].[CH3:1][O:2][c:3]1[cH:4][cH:5][c:6]([CH2:7][c:8]2[nH:9][c:10](=[O:21])[c:11]3[c:12]([n:13]2)[c:14]([CH2:18][CH2:19][CH3:20])[n:15][n:16]3[CH3:17])[cH:22][cH:23]1.[Na+:24].[Na+:25].[O-:26][C:27](=[O:28])[O-:29]>>[OH:2][c:3]1[cH:4][cH:5][c:6]([CH2:7][c:8]2[nH:9][c:10](=[O:21])[c:11]3[c:12]([n:13]2)[c:14]([CH2:18][CH2:19][CH3:20])[n:15][n:16]3[CH3:17])[cH:22][cH:23]1. Reactants: CCOC(C)=O, CCOC(=O)CN(Cc1ccccc1)C(=S)CCc1nc2c(F)c(F)cc(F)c2s1, CCCCCC. The product is O=C(O)CN(Cc1ccccc1)C(=S)CCc1nc2c(F)c(F)cc(F)c2s1. Reaction SMILES: [C:37]([O:38][CH2:39][CH3:40])(=[O:41])[CH3:42].[CH2:1]([CH3:2])[O:3][C:4]([CH2:5][N:6]([C:7]([CH2:8][CH2:9][c:10]1[s:11][c:12]2[c:13]([n:14]1)[c:15]([F:21])[c:16]([F:20])[cH:17][c:18]2[F:19])=[S:22])[CH2:23][c:24]1[cH:25][cH:26][cH:27][cH:28][cH:29]1)=[O:30].[CH3:31][CH2:32][CH2:33][CH2:34][CH2:35][CH3:36]>>[O:3]=[C:4]([CH2:5][N:6]([C:7]([CH2:8][CH2:9][c:10]1[s:11][c:12]2[c:13]([n:14]1)[c:15]([F:21])[c:16]([F:20])[cH:17][c:18]2[F:19])=[S:22])[CH2:23][c:24]1[cH:25][cH:26][cH:27][cH:28][cH:29]1)[OH:30]. Reported procedure: Synthesized from pivalic acid 6-{2-[(4-carboxymethylbenzyl)ethylamino]-4-methoxyphenyl}-5,6,7,8-tetrahydronaphthalen-2-yl ester (27 mg) and piperidine (14 mg) according to an analogous synthetic method to Example 715 and purified by LC-MS, the title compound (6.6 mg) was obtained. The reactants are C(=O)(O)CC1=CC=C(CCCNC2=C(C=CC(=C2)OC)C2CC=3C=CC(=CC3CC2)OC(C(C)(C)C)=O)C=C1 (pivalic acid 6-{2-[(4-carboxymethylbenzyl)ethylamino]-4-methoxyphenyl}-5,6,7,8-tetrahydronaphthalen-2-yl ester), N1CCCCC1 (piperidine). As a reaction SMILES: C(CC1C=CC(C[CH2:10][CH2:11][NH:12][C:13]2[CH:18]=[C:17]([O:19][CH3:20])[CH:16]=[CH:15][C:14]=2[CH:21]2[CH2:30][CH2:29][C:28]3[CH:27]=[C:26]([O:31]C(=O)C(C)(C)C)[CH:25]=[CH:24][C:23]=3[CH2:22]2)=CC=1)(O)=O.[NH:40]1[CH2:45][CH2:44][CH2:43][CH2:42][CH2:41]1>>[CH2:11]([N:12]([CH2:27][C:28]1[CH:29]=[CH:30][C:21]([CH2:14][CH2:13][N:40]2[CH2:45][CH2:44][CH2:43][CH2:42][CH2:41]2)=[CH:22][CH:23]=1)[C:13]1[CH:18]=[C:17]([O:19][CH3:20])[CH:16]=[CH:15][C:14]=1[CH:21]1[CH2:22][CH2:23][C:28]2[CH:27]=[C:26]([OH:31])[CH:25]=[CH:24][C:29]=2[CH2:30]1)[CH3:10]. Yield: 51.9%. Product: C(C)N(C1=C(C=CC(=C1)OC)C1CC=2C=CC(=CC2CC1)O)CC1=CC=C(C=C1)CCN1CCCCC1 (6-{2-{Ethyl[4-(2-piperidin-1-ylethyl)benzyl]amino}-4-methoxyphenyl}-5,6,7,8-tetrahydronaphthalen-2-ol). Reactants: ClC1=NC=C(C(=N1)NC1=C(C(=O)NC)C=CC=C1F)Cl (2-(2,5-Dichloro-pyrimidin-4-ylamino)-3-fluoro-N-methyl-benzamide), NC1=CC2=C(N(C(CCC2(C)C)=O)CC)C=C1 (7-Amino-1-ethyl-5,5-dimethyl-1,3,4,5-tetrahydro-benzo[b]azepin-2-one), CC1([C@@H]2CC[C@]1(C(=O)C2)CS(=O)(=O)O)C (DL-10-Camphorsulfonic acid). Run in C(C)(C)O (isopropanol). Yields the product ClC=1C(=NC(=NC1)NC1=CC2=C(N(C(CCC2(C)C)=O)CC)C=C1)NC1=C(C(=O)NC)C=CC=C1F (2-[5-Chloro-2-(1-ethyl-5,5-dimethyl-2-oxo-2,3,4,5-tetrahydro-1H-benzo[b]azepin-7-ylamino)-pyrimidin-4-ylamino]-3-fluoro-N-methyl-benzamide). The yield is 56.1%. As a reaction SMILES: Cl[C:2]1[N:7]=[C:6]([NH:8][C:9]2[C:18]([F:19])=[CH:17][CH:16]=[CH:15][C:10]=2[C:11]([NH:13][CH3:14])=[O:12])[C:5]([Cl:20])=[CH:4][N:3]=1.[NH2:21][C:22]1[CH:37]=[CH:36][C:25]2[N:26]([CH2:34][CH3:35])[C:27](=[O:33])[CH2:28][CH2:29][C:30]([CH3:32])([CH3:31])[C:24]=2[CH:23]=1.CC1(C)[C@]2(CS(O)(=O)=O)C(C[C@H]1CC2)=O>C(O)(C)C>[Cl:20][C:5]1[C:6]([NH:8][C:9]2[C:18]([F:19])=[CH:17][CH:16]=[CH:15][C:10]=2[C:11]([NH:13][CH3:14])=[O:12])=[N:7][C:2]([NH:21][C:22]2[CH:37]=[CH:36][C:25]3[N:26]([CH2:34][CH3:35])[C:27](=[O:33])[CH2:28][CH2:29][C:30]([CH3:31])([CH3:32])[C:24]=3[CH:23]=2)=[N:3][CH:4]=1. Procedure: Combined 2-(2,5-Dichloro-pyrimidin-4-ylamino)-3-fluoro-N-methyl-benzamide (77 mg, 0.244 mmol), 7-Amino-1-ethyl-5,5-dimethyl-1,3,4,5-tetrahydro-benzo[b]azepin-2-one (60 mg, 0.258 mmol), DL-10-Camphorsulfonic acid (70 mg, 0.301 mmol) and isopropanol (4 mL) in a microwave tube. Microwaved reaction at 120° C. for 30 minutes. Evaporated off solvent, dissolved residue in methylene chloride and washed with saturated sodium bicarbonate solution, then brine. Dried with magnesium sulfate, filtered and pur... Starting materials: O=[N+]([O-])c1ccc(F)c(F)c1F, [Li+], [OH-], O, O=S(=O)(O)O. Product: O=[N+]([O-])c1ccc(F)c(F)c1O. As a reaction SMILES: [F:1][c:2]1[c:3]([N+:10](=[O:11])[O-:12])[cH:4][cH:5][c:6]([F:9])[c:7]1[F:8].[Li+:13].[OH-:14].[OH2:20].[S:15]([OH:16])(=[O:17])(=[O:18])[OH:19]>>[c:2]1([OH:16])[c:3]([N+:10](=[O:11])[O-:12])[cH:4][cH:5][c:6]([F:9])[c:7]1[F:8].